The task is: describe an organic reaction: reactants, conditions, products, and yield. This data is from the Open Reaction Database (ORD), a public repository of structured organic reaction records. Starting materials: SCCO (2-mercaptoethanol), C(CO)O (ethylene glycol), C([O-])([O-])=O.[K+].[K+] (potassium carbonate), C(C)OC(=O)N1[C@@](C[C@@H](C2=NC(=CC=C12)OC)C1=NC=C(C(=N1)CC1=CC(=CC(=C1)C(F)(F)F)C(F)(F)F)I)(CC)N ((2R,4S)-4-{[3,5-Bis(trifluoromethyl)benzyl]-(5-iodopyrimidin-2-yl)}-amino-2-ethyl-6-methoxy-3,4-dihydro-2H-[1,5]naphthyridine-1-carboxylic acid ethyl ester). The reagents and catalysts are [Cu](I)I (copper iodide). Run in C(C)(C)O (isopropyl alcohol), O (water). Conditions: temperature 80 celsius, time 8 hour. Product: C(C)OC(=O)N1[C@@](C[C@@H](C2=NC(=CC=C12)OC)C1=NC=C(C(=N1)CC1=CC(=CC(=C1)C(F)(F)F)C(F)(F)F)SCCO)(CC)N ((2R,4S)-4-{[3,5-bis(trifluoromethyl)benzyl]-[5-(2-hydroxyethylsulfanyl)pyrimidin-2-yl]}-amino-2-ethyl-6-methoxy-3,4-dihydro-2H-[1,5]naphthyridine-1-carboxylic acid ethyl ester). RXN SMILES: [CH2:1]([O:3][C:4]([N:6]1[C:15]2[C:10](=[N:11][C:12]([O:16][CH3:17])=[CH:13][CH:14]=2)[C@@H:9]([C:18]2[N:23]=[C:22]([CH2:24][C:25]3[CH:30]=[C:29]([C:31]([F:34])([F:33])[F:32])[CH:28]=[C:27]([C:35]([F:38])([F:37])[F:36])[CH:26]=3)[C:21](I)=[CH:20][N:19]=2)[CH2:8][C@@:7]1([NH2:42])[CH2:40][CH3:41])=[O:5])[CH3:2].[SH:43][CH2:44][CH2:45][OH:46].C(O)CO.C(=O)([O-])[O-].[K+].[K+]>C(O)(C)C.[Cu](I)I.O>[CH2:1]([O:3][C:4]([N:6]1[C:15]2[C:10](=[N:11][C:12]([O:16][CH3:17])=[CH:13][CH:14]=2)[C@@H:9]([C:18]2[N:23]=[C:22]([CH2:24][C:25]3[CH:30]=[C:29]([C:31]([F:34])([F:33])[F:32])[CH:28]=[C:27]([C:35]([F:38])([F:37])[F:36])[CH:26]=3)[C:21]([S:43][CH2:44][CH2:45][OH:46])=[CH:20][N:19]=2)[CH2:8][C@@:7]1([NH2:42])[CH2:40][CH3:41])=[O:5])[CH3:2] |f:3.4.5|. Procedure details: (2R,4S)-4-{[3,5-Bis(trifluoromethyl)benzyl]-(5-iodopyrimidin-2-yl)}-amino-2-ethyl-6-methoxy-3,4-dihydro-2H-[1,5]naphthyridine-1-carboxylic acid ethyl ester (400 mg) is dissolved in isopropyl alcohol (2 ml), then thereto are added 2-mercaptoethanol (96 μl), copper iodide (20 mg), ethylene glycol (62 μl) and potassium carbonate (156 mg), and the mixture is stirred at 80° C. under nitrogen flow overnight. After cooling to room temperature, water is added to the reaction mixture, followed by extract... Reactants: C([O-])(O)=O.[Na+] (sodium bicarbonate), C1OC2CC3=C[C@H]([C@H]4[C@@H]5CC[C@@H]([C@@]5(C)C[C@@H]([C@@H]4[C@H]3CC2OC1)F)O)C (3-ethylenedioxy-11β-fluoro-7α-methylestr-5-en-17β-ol), 3a, C(C(=O)O)(=O)O (oxalic acid), O (water). Solvent: CO (methanol). Product: F[C@@H]1[C@@H]2C=3CCC(CC3C[C@H]([C@H]2[C@@H]2CC[C@@H]([C@@]2(C)C1)O)C)=O (11β-fluoro-17β-hydroxy-7α-methyl-estr-5(10)-en-3-one). Yield: 42.2%. As a reaction SMILES: C1CO[CH:20]2[CH:3]([CH2:4][C:5]3[C@H:18]([CH2:19]2)[C@@H:17]2[C@H:8]([C@H:9]4[C@@:13]([CH2:15][C@@H:16]2[F:23])([CH3:14])[C@@H:12]([OH:24])[CH2:11][CH2:10]4)[C@H:7]([CH3:25])[CH:6]=3)[O:2]1.C(O)(=O)C(O)=O.O.C(=O)(O)[O-].[Na+]>CO>[F:23][C@H:16]1[CH2:15][C@@:13]2([CH3:14])[C@@H:9]([CH2:10][CH2:11][C@@H:12]2[OH:24])[C@H:8]2[C@H:17]1[C:18]1[CH2:19][CH2:20][C:3](=[O:2])[CH2:4][C:5]=1[CH2:6][C@H:7]2[CH3:25] |f:3.4|. Procedure: A solution of 170 mg of product (C), obtained under 3a), in 22.5 ml of methanol was stirred with 300 mg of oxalic acid and 3 ml of water for 24 hours at room temperature. Then, it was mixed with sodium bicarbonate solution, extracted three times with ethyl acetate, washed neutral, dried on sodium sulfate, concentrated by evaporation in a vacuum and chromatographed on silica gel with hexane/ethyl acetate. 62.7 mg of pure 11β-fluoro-17β-hydroxy-7α-methyl-estr-5(10)-en-3-one (I″) was obtained. Crys... Starting materials: CC(C)(C)c1cccc(NC(=O)c2ccc(N3CCNCC3)nc2)c1, COC(=O)C1CCC(C(=O)O)CC1, CCN=C=NCCCN(C)C, ClCCl. Yields the product COC(=O)C1CCC(C(=O)N2CCN(c3ccc(C(=O)Nc4cccc(C(C)(C)C)c4)cn3)CC2)CC1. As a reaction SMILES: [C:1]([CH3:2])([CH3:3])([CH3:4])[c:5]1[cH:6][c:7]([NH:11][C:12]([c:13]2[cH:14][n:15][c:16]([N:19]3[CH2:20][CH2:21][NH:22][CH2:23][CH2:24]3)[cH:17][cH:18]2)=[O:25])[cH:8][cH:9][cH:10]1.[CH3:26][O:27][C:28](=[O:29])[CH:30]1[CH2:31][CH2:32][CH:33]([C:36](=[O:37])[OH:38])[CH2:34][CH2:35]1.[CH3:39][CH2:40][N:41]=[C:42]=[N:43][CH2:44][CH2:45][CH2:46][N:47]([CH3:48])[CH3:49].[Cl:50][CH2:51][Cl:52]>>[C:1]([CH3:2])([CH3:3])([CH3:4])[c:5]1[cH:6][c:7]([NH:11][C:12]([c:13]2[cH:14][n:15][c:16]([N:19]3[CH2:20][CH2:21][N:22]([C:36]([CH:33]4[CH2:32][CH2:31][CH:30]([C:28]([O:27][CH3:26])=[O:29])[CH2:35][CH2:34]4)=[O:37])[CH2:23][CH2:24]3)[cH:17][cH:18]2)=[O:25])[cH:8][cH:9][cH:10]1. Reactants: C(C)(C)OC(C)C (diisopropyl ether), C1(=CC=CC=C1)CC(=O)N[C@H]1[C@@H]2N(C(=C(CS2)C=2SC=C(N2)CC(N)=S)C(=S)OC(C2=CC=CC=C2)C2=CC=CC=C2)C1=O (benzhydryl 7β-(2-phenylacetamido)-3-(4-thiocarbamoylmethylthiazol-2-yl)thio-3-cephem-4-carboxylate), C1(=CC=CC=C1)OC (anisole), FC(C(=O)O)(F)F (trifluoroacetic acid). Solvent: ClCCl (dichloromethane). Run at time 1 hour. The product is C1(=CC=CC=C1)CC(=O)N[C@H]1[C@@H]2N(C(=C(CS2)C=2SC=C(N2)CC(N)=S)C(=S)O)C1=O (7β-(2-phenylacetamido)-3-(4-thiocarbamoylmethylthiazol-2-yl)thio-3-cephem-4-carboxylic acid). Yield: 5.7%. Reaction SMILES: [C:1]1([CH2:7][C:8]([NH:10][C@@H:11]2[C:43](=[O:44])[N:13]3[C:14]([C:27]([O:29]C(C4C=CC=CC=4)C4C=CC=CC=4)=[S:28])=[C:15]([C:18]4[S:19][CH:20]=[C:21]([CH2:23][C:24](=[S:26])[NH2:25])[N:22]=4)[CH2:16][S:17][C@H:12]23)=[O:9])[CH:6]=[CH:5][CH:4]=[CH:3][CH:2]=1.C1(OC)C=CC=CC=1.FC(F)(F)C(O)=O.C(OC(C)C)(C)C>ClCCl>[C:1]1([CH2:7][C:8]([NH:10][C@@H:11]2[C:43](=[O:44])[N:13]3[C:14]([C:27]([OH:29])=[S:28])=[C:15]([C:18]4[S:19][CH:20]=[C:21]([CH2:23][C:24](=[S:26])[NH2:25])[N:22]=4)[CH2:16][S:17][C@H:12]23)=[O:9])[CH:6]=[CH:5][CH:4]=[CH:3][CH:2]=1. Reported procedure: To a mixture of benzhydryl 7β-(2-phenylacetamido)-3-(4-thiocarbamoylmethylthiazol-2-yl)thio-3-cephem-4-carboxylate (1.46 g), anisole (1.46 ml) and dichloromethane (4.38 ml) was added trifluoroacetic acid (2.92 ml) at 15° C. After stirring at room temperature for 1 hour, the solution was poured into diisopropyl ether. The resulting precipitate was collected by filtration, added to a mixture of tetrahydrofuran, ethyl acetate and water, and adjusted to pH 7.5 with an aqueous sodium hydrogen carbona... Yield: 94.5%. Yields the product N(=[N+]=[N-])C[C@@H]1CN(CC[C@H]1N(C)CC1=CC=CC=C1)CCC1=CC=C(C=C1)F (trans-{3-azidomethyl-1-[2-(4-fluoro-phenyl)-ethyl]-piperidin-4-yl}-benzyl-methylamine). Procedure details: A mixture of crude methanesulfonic acid trans-4-(benzyl-methyl-amino)-1-[2-(4-fluorophenyl)-ethyl]-piperidin-3-ylmethyl ester (139 mg, 294 μmol) and sodium azide (58 mg, 882 μmol) in N,N-dimethylformamide (2 mL) was heated at 60° C. for 20 hours, then cooled to room temperature. The mixture was diluted with ethyl acetate, washed three times with water, dried over sodium sulfate, and concentrated under vacuum to provide a gum (106 mg, 95%) which was used without purification. 1H NMR (300 MHz, CDC... The reactants are C(C1=CC=CC=C1)N([C@H]1[C@@H](CN(CC1)CCC1=CC=C(C=C1)F)COS(=O)(=O)C)C (methanesulfonic acid trans-4-(benzyl-methyl-amino)-1-[2-(4-fluorophenyl)-ethyl]-piperidin-3-ylmethyl ester), [N-]=[N+]=[N-].[Na+] (sodium azide). The solvent is CN(C=O)C (N,N-dimethylformamide), C(C)(=O)OCC (ethyl acetate). RXN SMILES: [CH2:1]([N:8]([CH3:30])[C@@H:9]1[CH2:14][CH2:13][N:12]([CH2:15][CH2:16][C:17]2[CH:22]=[CH:21][C:20]([F:23])=[CH:19][CH:18]=2)[CH2:11][C@H:10]1[CH2:24]OS(C)(=O)=O)[C:2]1[CH:7]=[CH:6][CH:5]=[CH:4][CH:3]=1.[N-:31]=[N+:32]=[N-:33].[Na+]>CN(C)C=O.C(OCC)(=O)C>[N:31]([CH2:24][C@H:10]1[C@H:9]([N:8]([CH2:1][C:2]2[CH:7]=[CH:6][CH:5]=[CH:4][CH:3]=2)[CH3:30])[CH2:14][CH2:13][N:12]([CH2:15][CH2:16][C:17]2[CH:22]=[CH:21][C:20]([F:23])=[CH:19][CH:18]=2)[CH2:11]1)=[N+:32]=[N-:33] |f:1.2|. Reaction conditions: temperature 60 celsius. Reactants: C(CC1=CC=CC=C1)N (phenethylamine), C1=NC=CC2=CC=CC=C12 (isoquinoline), [OH-].[Na+] (sodium hydroxide), FC(C(=O)Cl)(F)F (trifluoroacetyl chloride), FC(C1NCCC2=CC=CC=C12)(F)F (1-trifluoromethyl-1,2,3,4-tetrahydroisoquinoline), ClC(C(=O)Cl)Cl (dichloroacetyl chloride). Run in O (water), C(Cl)Cl (methylene chloride). Yields the product ClC(C(=O)N1C(C2=CC=CC=C2CC1)C(F)(F)F)Cl (2-(Dichloroacetyl)-1-trifluoromethyl-1,2,3,4-tetrahydroisoquinoline). As a reaction SMILES: C(N)CC1C=CC=CC=1.FC(F)(F)C(Cl)=O.[F:17][C:18]([F:30])([F:29])[CH:19]1[C:28]2[C:23](=[CH:24][CH:25]=[CH:26][CH:27]=2)[CH2:22][CH2:21][NH:20]1.C1C2C(=CC=CC=2)C=CN=1.[OH-].[Na+].[Cl:43][CH:44]([Cl:48])[C:45](Cl)=[O:46]>O.C(Cl)Cl>[Cl:43][CH:44]([Cl:48])[C:45]([N:20]1[CH2:21][CH2:22][C:23]2[C:28](=[CH:27][CH:26]=[CH:25][CH:24]=2)[CH:19]1[C:18]([F:17])([F:29])[F:30])=[O:46] |f:4.5|. Reported procedure: By procedures described in Example 1 (Method A), phenethylamine and trifluoroacetyl chloride were converted to 1-trifluoromethyl-1,2,3,4-tetrahydroisoquinoline. A reaction vessel was charged with 3.5 g of this isoquinoline compound, 20 ml 10% sodium hydroxide and 50 ml methylene chloride. With this mixture stirred, 2 ml dichloroacetyl chloride was added dropwise to the mixture. The mixture was stirred for 2 minutes, then water was added. The organic extract was dried with magnesium sulfate, stri... The reactants are NC=1C(=C(C(=CC1)Cl)S(=O)(=O)N)O (3-amino-6-chloro-2-hydroxybenzenesulfonamide), C(C)N=C=O (ethyl isocyanate). Solvent: CN(C=O)C (N,N-dimethyl-formamide), C(C)(=O)OCC (ethyl acetate). Product: NS(=O)(=O)C=1C(=C(C=CC1Cl)NC(=O)NCC)O (N-(3-aminosulfonyl-4-chloro-2-hydroxyphenyl)-N′-ethylurea). The yield is 44.7%. Reaction SMILES: [NH2:1][C:2]1[C:3]([OH:13])=[C:4]([S:9]([NH2:12])(=[O:11])=[O:10])[C:5]([Cl:8])=[CH:6][CH:7]=1.[CH2:14]([N:16]=[C:17]=[O:18])[CH3:15]>CN(C)C=O.C(OCC)(=O)C>[NH2:12][S:9]([C:4]1[C:3]([OH:13])=[C:2]([NH:1][C:17]([NH:16][CH2:14][CH3:15])=[O:18])[CH:7]=[CH:6][C:5]=1[Cl:8])(=[O:11])=[O:10]. Reported procedure: A solution of 3-amino-6-chloro-2-hydroxybenzenesulfonamide (150 mg, 0.67 mmol) and ethyl isocyanate (64 μL, 0.81 mmol) in 1 mL of N,N-dimethyl-formamide was stirred at room temperature for 20 hours. The mixture was diluted with ethyl acetate and washed with water to give the crude. Purification upon column chromatograph on silica gel, eluting with ethyl acetate/hexane (50/50, v/v), followed by recrystallization from acetone and hexane, gave the desired product (88 mg, 44%). LC-MS (m/z) 294.0 (M+... The reactants are ice water HCl, BrCCCCC(C(=O)OCC)(C1=CC=CC=C1)C (ethyl 6-bromo-2-methyl-2-phenyl-hexanoate), NC(=S)N (thiourea), [OH-].[K+] (potassium hydroxide). Run in C(C)O (ethanol). Conditions: time 20 minute. Yields the product C(C)OC(C(CCCCSCCCCC(C)(C1=CC=CC=C1)C(=O)OCC)(C1=CC=CC=C1)C)=O (6-(5-ethoxycarbonyl-5-phenylhexylsulfanyl)-2-methyl-2-phenyl-hexanoic acid ethyl ester). Isolated yield 85.0%. As a reaction SMILES: Br[CH2:2][CH2:3][CH2:4][CH2:5][C:6]([CH3:18])([C:12]1[CH:17]=[CH:16][CH:15]=[CH:14][CH:13]=1)[C:7]([O:9][CH2:10][CH3:11])=[O:8].N[C:20](N)=[S:21].[OH-:23].[K+]>C(O)C>[CH2:10]([O:9][C:7](=[O:8])[C:6]([CH3:18])([C:12]1[CH:17]=[CH:16][CH:15]=[CH:14][CH:13]=1)[CH2:5][CH2:4][CH2:3][CH2:2][S:21][CH2:20][CH2:3][CH2:4][CH2:5][C:6]([C:7]([O:9][CH2:10][CH3:11])=[O:23])([C:12]1[CH:13]=[CH:14][CH:15]=[CH:16][CH:17]=1)[CH3:18])[CH3:11] |f:2.3|. Procedure: A solution of ethyl 6-bromo-2-methyl-2-phenyl-hexanoate (18.5 g, 59.0 mmol), thiourea (7.0 g, 91.0 mmol), and potassium hydroxide (6.1 g, 92.0 mmol) in ethanol (200 mL) was heated to 40-50° C. overnight. The mixture was cooled to rt, poured into an ice/water/HCl mixture (150 g/150 mL/150 mL), and stirred for 20 min. The mixture was extracted with dichloromethane (4′ 60 mL) and the combined organic layers were washed with sat. NaHCO3 solution (100 mL) and sat. NH4Cl solution (100 mL). The dichlor... Product: C(C)(=O)N[C@H]1[C@@H](OCC2=CC=CC=C2)O[C@@H]([C@H]([C@@H]1OCC=C)O[C@H]1[C@@H]([C@@H](OCC2=CC=CC=C2)[C@H](OCC2=CC=CC=C2)[C@H](O1)COCC1=CC=CC=C1)NC(C)=O)COCC1=CC=CC=C1 (benzyl 2-acetamido-4-O-(2-acetamido-3,4,6-tri-O-benzyl-2-deoxy-β-D-glucopyranosyl)-3-O-allyl-6-O-benzyl-2-deoxy-α-D-glucopyranoside). Procedure details: To a solution of benzyl 2-acetamido-4-O-(2-acetamido-2-deoxy-β-D-glucopyranosyl)-3-O-allyl-6-O-benzyl-2-deoxy-α-D-glucopyranoside (624 mg, 0.97 mmol) in N,N-dimethylformamide (15 ml) are added barium oxide (670 mg), barium hydroxide octahydrate (223 mg), and benzyl bromide (1.04 ml, 8.74 mmol). The reaction mixture is stirred for 20 hours at room temperature at which time additional barium oxide (335 mg), barium hydroxide octahydrate (112 mg) and benzyl bromide (0.52 ml) are added. Stirring is c... Reaction conditions: time 24 hour. Reactants: [O-2].[Ba+2] (barium oxide), O.O.O.O.O.O.O.O.[OH-].[Ba+2].[OH-] (barium hydroxide octahydrate), C(C1=CC=CC=C1)Br (benzyl bromide), C(C)(=O)N[C@H]1[C@@H](OCC2=CC=CC=C2)O[C@@H]([C@H]([C@@H]1OCC=C)O[C@H]1[C@@H]([C@@H](O)[C@H](O)[C@H](O1)CO)NC(C)=O)COCC1=CC=CC=C1 (benzyl 2-acetamido-4-O-(2-acetamido-2-deoxy-β-D-glucopyranosyl)-3-O-allyl-6-O-benzyl-2-deoxy-α-D-glucopyranoside), [O-2].[Ba+2] (barium oxide), O.O.O.O.O.O.O.O.[OH-].[Ba+2].[OH-] (barium hydroxide octahydrate), C(C1=CC=CC=C1)Br (benzyl bromide). RXN SMILES: [C:1]([NH:4][C@@H:5]1[C@@H:18]([O:19][CH2:20][CH:21]=[CH2:22])[C@H:17]([O:23][C@@H:24]2[O:31][C@H:30]([CH2:32][OH:33])[C@@H:28]([OH:29])[C@H:26]([OH:27])[C@H:25]2[NH:34][C:35](=[O:37])[CH3:36])[C@@H:16]([CH2:38][O:39][CH2:40][C:41]2[CH:46]=[CH:45][CH:44]=[CH:43][CH:42]=2)[O:15][C@@H:6]1[O:7][CH2:8][C:9]1[CH:14]=[CH:13][CH:12]=[CH:11][CH:10]=1)(=[O:3])[CH3:2].[O-2].[Ba+2].O.O.O.O.O.O.O.O.[OH-].[Ba+2].[OH-].[CH2:60](Br)[C:61]1[CH:66]=[CH:65][CH:64]=[CH:63][CH:62]=1>CN(C)C=O.C(Cl)(Cl)Cl>[C:1]([NH:4][C@@H:5]1[C@@H:18]([O:19][CH2:20][CH:21]=[CH2:22])[C@H:17]([O:23][C@@H:24]2[O:31][C@H:30]([CH2:32][O:33][CH2:8][C:9]3[CH:14]=[CH:13][CH:12]=[CH:11][CH:10]=3)[C@@H:28]([O:29][CH2:40][C:41]3[CH:46]=[CH:45][CH:44]=[CH:43][CH:42]=3)[C@H:26]([O:27][CH2:60][C:61]3[CH:66]=[CH:65][CH:64]=[CH:63][CH:62]=3)[C@H:25]2[NH:34][C:35](=[O:37])[CH3:36])[C@@H:16]([CH2:38][O:39][CH2:40][C:41]2[CH:46]=[CH:45][CH:44]=[CH:43][CH:42]=2)[O:15][C@@H:6]1[O:7][CH2:8][C:9]1[CH:10]=[CH:11][CH:12]=[CH:13][CH:14]=1)(=[O:3])[CH3:2] |f:1.2,3.4.5.6.7.8.9.10.11.12.13|. The solvent is C(Cl)(Cl)Cl (chloroform), CN(C=O)C (N,N-dimethylformamide).